describe an organic reaction: reactants, conditions, products, and yield From a dataset of the Open Reaction Database (ORD), a public repository of structured organic reaction records. Starting materials: O (water), O.C1(=CC=C(C=C1)S(=O)(=O)O)C (p-toluenesulfonic acid monohydrate), FC1=C(C(=CC(=C1F)OCC)C)C(CC1CCC(CC1)CCCCC)O (1-(2,3-difluoro-4-ethoxy-6-methylphenyl)-2-(4-pentylcyclohexyl)ethanol), O (water). Run in C1(=CC=CC=C1)C (toluene). The product is FC1=C(C(=CC(=C1F)OCC)C)C=CC1CCC(CC1)CCCCC (1-(2,3-difluoro-4-ethoxy-6-methylphenyl)-2-(4-pentylcyclohexyl)ethene). RXN SMILES: O.C1(C)C=CC(S(O)(=O)=O)=CC=1.[F:13][C:14]1[C:19]([F:20])=[C:18]([O:21][CH2:22][CH3:23])[CH:17]=[C:16]([CH3:24])[C:15]=1[CH:25](O)[CH2:26][CH:27]1[CH2:32][CH2:31][CH:30]([CH2:33][CH2:34][CH2:35][CH2:36][CH3:37])[CH2:29][CH2:28]1.O>C1(C)C=CC=CC=1>[F:13][C:14]1[C:19]([F:20])=[C:18]([O:21][CH2:22][CH3:23])[CH:17]=[C:16]([CH3:24])[C:15]=1[CH:25]=[CH:26][CH:27]1[CH2:32][CH2:31][CH:30]([CH2:33][CH2:34][CH2:35][CH2:36][CH3:37])[CH2:29][CH2:28]1 |f:0.1|. Procedure: 0.55 g of p-toluenesulfonic acid monohydrate was added to the compound (7) having been dissolved in 120 mL of toluene, and the mixture was heated under stirring by using a Dean-Stork trap until completion of azeotrope of water. After terminating the reaction by adding water, the aqueous layer was extracted with toluene, washed with saturated saline, and then dried over anhydrous magnesium sulfate. The solvent was distilled off under reduced pressure, and the resulting residue was purified by sil... The reactants are C#Cc1cc(CN)cc(F)c1NS(C)(=O)=O, C1CCOC1, CN1CCOCC1, COc1cc(C(F)(F)F)c(C=CC(=O)O)cn1, COc1nc(OC)nc([N+]2(C)CCOCC2)n1, [Cl-], Cl, O. Yields the product C#Cc1cc(CNC(=O)C=Cc2cnc(OC)cc2C(F)(F)F)cc(F)c1NS(C)(=O)=O. Reaction SMILES: [C:2](#[CH:3])[c:4]1[cH:5][c:6]([CH2:7][NH2:8])[cH:9][c:10]([F:17])[c:11]1[NH:12][S:13](=[O:14])(=[O:15])[CH3:16].[CH2:61]1[O:62][CH2:63][CH2:64][CH2:65]1.[CH3:18][N:19]1[CH2:20][CH2:21][O:22][CH2:23][CH2:24]1.[CH3:25][O:26][c:27]1[cH:28][c:29]([C:38]([F:39])([F:40])[F:41])[c:30]([CH:33]=[CH:34][C:35](=[O:36])[OH:37])[cH:31][n:32]1.[CH3:44][O:45][c:46]1[n:47][c:48]([O:49][CH3:50])[n:51][c:52]([N+:53]2([CH3:54])[CH2:55][CH2:56][O:57][CH2:58][CH2:59]2)[n:60]1.[Cl-:43].[ClH:1].[OH2:42]>>[C:2](#[CH:3])[c:4]1[cH:5][c:6]([CH2:7][NH:8][C:35]([CH:34]=[CH:33][c:30]2[c:29]([C:38]([F:39])([F:40])[F:41])[cH:28][c:27]([O:26][CH3:25])[n:32][cH:31]2)=[O:36])[cH:9][c:10]([F:17])[c:11]1[NH:12][S:13](=[O:14])(=[O:15])[CH3:16]. The reactants are CC(C)(C)[PH+](C(C)(C)C)C(C)(C)C, Clc1ccccn1, [F-], [K+], CC(=O)[O-], CC(=O)[O-], C1CCOC1, [Pd+2], c1ccc([B-](c2ccccc2)(c2ccccc2)c2ccccc2)cc1, Cc1ccccc1B(O)O. The product is Cc1ccccc1-c1ccccn1. RXN SMILES: [C:45]([PH+:46]([C:47]([CH3:48])([CH3:49])[CH3:50])[C:51]([CH3:52])([CH3:53])[CH3:54])([CH3:55])([CH3:56])[CH3:57].[Cl:1][c:2]1[cH:3][cH:4][cH:5][cH:6][n:7]1.[F-:18].[K+:19].[O-:59][C:60]([CH3:61])=[O:62].[O-:63][C:64]([CH3:65])=[O:66].[O:67]1[CH2:68][CH2:69][CH2:70][CH2:71]1.[Pd+2:58].[c:20]1([B-:21]([c:22]2[cH:23][cH:24][cH:25][cH:26][cH:27]2)([c:28]2[cH:29][cH:30][cH:31][cH:32][cH:33]2)[c:34]2[cH:35][cH:36][cH:37][cH:38][cH:39]2)[cH:40][cH:41][cH:42][cH:43][cH:44]1.[c:8]1([CH3:17])[c:9]([B:14]([OH:15])[OH:16])[cH:10][cH:11][cH:12][cH:13]1>>[c:2]1(-[c:9]2[c:8]([CH3:17])[cH:13][cH:12][cH:11][cH:10]2)[cH:3][cH:4][cH:5][cH:6][n:7]1. Reactants: C(C)C1=C(C=O)C(=CC=C1F)CC (2,6-diethyl-3-fluoro-benzaldehyde), C(Br)(Br)(Br)Br (carbon tetrabromide), C1(=CC=CC=C1)P(C1=CC=CC=C1)C1=CC=CC=C1 (triphenylphosphine). Product: BrC(=CC1=C(C=CC(=C1CC)F)CC)Br (2-(2,2-Dibromo-vinyl)-1,3-diethyl-4-fluoro-benzene). As a reaction SMILES: [CH2:1]([C:3]1[C:10]([F:11])=[CH:9][CH:8]=[C:7]([CH2:12][CH3:13])[C:4]=1[CH:5]=O)[CH3:2].[C:14](Br)(Br)([Br:16])[Br:15].C1(P(C2C=CC=CC=2)C2C=CC=CC=2)C=CC=CC=1>>[Br:15][C:14]([Br:16])=[CH:5][C:4]1[C:3]([CH2:1][CH3:2])=[C:10]([F:11])[CH:9]=[CH:8][C:7]=1[CH2:12][CH3:13]. Reported procedure: 2-(2,2-Dibromo-vinyl)-1,3-diethyl-4-fluoro-benzene was prepared from 2,6-diethyl-3-fluoro-benzaldehyde, carbon tetrabromide and triphenylphosphine in analogy to Example 1d): colourless oil; 1H-NMR (CDCl3): 1.15 (3H, t, CH3), 1.18 (3H, t, CH3), 2.58 (4H, m, 2×CH2), 6.97 (1H, dd, ArH), 7.04 (1H, dd, ArH), 7.42 (1H, s, CH═CBr2). Starting materials: CO, [Na+], COC(=O)C1CCC(=O)N1Cc1ccccc1, [OH-], O. Product: O=C(O)C1CCC(=O)N1Cc1ccccc1. As a reaction SMILES: [CH3:18][OH:19].[Na+:21].[O:1]=[C:2]1[CH2:3][CH2:4][CH:5]([C:14](=[O:15])[O:16][CH3:17])[N:6]1[CH2:7][c:8]1[cH:9][cH:10][cH:11][cH:12][cH:13]1.[OH-:20].[OH2:22]>>[O:1]=[C:2]1[CH2:3][CH2:4][CH:5]([C:14](=[O:15])[OH:16])[N:6]1[CH2:7][c:8]1[cH:9][cH:10][cH:11][cH:12][cH:13]1. As a reaction SMILES: CC(C)([O-])C.[K+].[F:7][C:8]([F:12])([F:11])[CH2:9][OH:10].Cl[C:14]1[N:19]=[CH:18][C:17]([C:20](=[O:22])[CH3:21])=[CH:16][C:15]=1[O:23][CH3:24].[Cl-].[NH4+]>C1COCC1>[CH3:24][O:23][C:15]1[CH:16]=[C:17]([C:20](=[O:22])[CH3:21])[CH:18]=[N:19][C:14]=1[O:10][CH2:9][C:8]([F:12])([F:11])[F:7] |f:0.1,4.5|. Solvent: C1CCOC1 (THF), C1CCOC1 (THF). Product: COC=1C=C(C=NC1OCC(F)(F)F)C(C)=O (1-(5-methoxy-6-(2,2,2-trifluoroethoxy)pyridin-3-yl)ethanone). Conditions: time 20 minute. Reactants: CC(C)([O-])C.[K+] (potassium tert-butoxide), FC(CO)(F)F (2,2,2-trifluoroethanol), ClC1=C(C=C(C=N1)C(C)=O)OC (1-(6-chloro-5-methoxypyridin-3-yl)ethanone), [Cl-].[NH4+] (ammonium chloride). Procedure details: To a solution of potassium tert-butoxide (0.22 g, 1.97 mmol) in THF (7 mL) is added 2,2,2-trifluoroethanol (0.09 mL, 1.28 mmol), and the mixture is stirred at rt for 20 minutes. A solution of 1-(6-chloro-5-methoxypyridin-3-yl)ethanone (0.18 g, 0.99 mmol, Step-2) in THF (8 mL) is added dropwise to the mixture, and the resulting mixture is stirred at rt for 3.5 hours. The reaction mixture is poured into saturated aqueous ammonium chloride solution (20 mL) and extracted with EtOAc (30 mL). The orga... Yield: 101.3%. Starting materials: CS, CC(O)c1cc(F)cc2c1c(Sc1ccc(Cl)cc1)c1n2CCC1CC(=O)O, [I-], [I-], [Zn+2]. Yields the product CSC(C)c1cc(F)cc2c1c(Sc1ccc(Cl)cc1)c1n2CCC1CC(=O)O. RXN SMILES: [CH3:1][SH:2].[Cl:3][c:4]1[cH:5][cH:6][c:7]([S:10][c:11]2[c:12]3[n:13]([c:14]4[cH:15][c:16]([F:23])[cH:17][c:18]([CH:20]([CH3:21])[OH:22])[c:19]24)[CH2:24][CH2:25][CH:26]3[CH2:27][C:28](=[O:29])[OH:30])[cH:8][cH:9]1.[I-:31].[I-:33].[Zn+2:32]>>[CH3:1][S:2][CH:20]([c:18]1[cH:17][c:16]([F:23])[cH:15][c:14]2[n:13]3[c:12]([c:11]([S:10][c:7]4[cH:6][cH:5][c:4]([Cl:3])[cH:9][cH:8]4)[c:19]21)[CH:26]([CH2:27][C:28](=[O:29])[OH:30])[CH2:25][CH2:24]3)[CH3:21]. The reactants are CC(=O)Nc1ccccc1, O=S(=O)(O)Cl, NS(=O)(=O)O, O, O=S(Cl)Cl. The product is CC(=O)Nc1ccc(S(=O)(=O)Cl)cc1. Reaction SMILES: [C:1]([CH3:2])(=[O:3])[NH:4][c:5]1[cH:6][cH:7][cH:8][cH:9][cH:10]1.[Cl:11][S:12](=[O:13])(=[O:14])[OH:15].[NH2:16][S:17](=[O:18])(=[O:19])[OH:20].[OH2:25].[S:21]([Cl:22])([Cl:23])=[O:24]>>[C:1]([CH3:2])(=[O:3])[NH:4][c:5]1[cH:6][cH:7][c:8]([S:12]([Cl:11])(=[O:13])=[O:14])[cH:9][cH:10]1. The reactants are C1(=CC=CC=C1)C(C1=CC=CC=C1)OC(=O)C=1N2C(C(C2SCC1CSC1=NN=NN1C)N)=O (7-amino-3-[[(1-methyl-1H-tetrazol-5-yl)thio]methyl]-8-oxo-5-thia-1-azabicyclo[4.2.0]-oct-2-ene-2-carboxylic acid diphenylmethyl ester), C1(CCCCC1)N=C=NC1CCCCC1 (dicyclohexylcarbodiimide). Run in O1CCCC1 (tetrahydrofuran), O1CCCC1 (tetrahydrofuran). Run at time 2 hour. Product: CN1N=NN=C1SCC1=C(N2C(CC2SC1)=O)C(=O)OC(C1=CC=CC=C1)C1=CC=CC=C1 (3-[[(1-methyl-1H-tetrazol-5-yl)thio]-methyl]-8 -oxo-5-thia-1-azabicyclo[4.2.0]oct-2-ene-2-carboxylic acid, diphenylmethyl ester). RXN SMILES: [C:1]1([CH:7]([O:14][C:15]([C:17]2[N:18]3[CH:21]([S:22][CH2:23][C:24]=2[CH2:25][S:26][C:27]2[N:31]([CH3:32])[N:30]=[N:29][N:28]=2)[CH:20](N)[C:19]3=[O:34])=[O:16])[C:8]2[CH:13]=[CH:12][CH:11]=[CH:10][CH:9]=2)[CH:6]=[CH:5][CH:4]=[CH:3][CH:2]=1.C1(N=C=NC2CCCCC2)CCCCC1>O1CCCC1>[CH3:32][N:31]1[C:27]([S:26][CH2:25][C:24]2[CH2:23][S:22][CH:21]3[N:18]([C:19](=[O:34])[CH2:20]3)[C:17]=2[C:15]([O:14][CH:7]([C:8]2[CH:13]=[CH:12][CH:11]=[CH:10][CH:9]=2)[C:1]2[CH:2]=[CH:3][CH:4]=[CH:5][CH:6]=2)=[O:16])=[N:28][N:29]=[N:30]1. Reported procedure: The product of part a and 7-amino-3-[[(1-methyl-1H-tetrazol-5-yl)thio]methyl]-8-oxo-5-thia-1-azabicyclo[4.2.0]-oct-2-ene-2-carboxylic acid diphenylmethyl ester are dissolved in 650 ml. of absolute tetrahydrofuran and the solution is cooled to 0°. At this temperature, a solution of 7.3 gms. of dicyclohexylcarbodiimide in 60 ml. of absolute tetrahydrofuran is added dropwise over a period of about 20 minutes. The mixture is stirred at 0° for two hours and an additional two hours at room temperature...